Dataset: the Open Reaction Database (ORD), a public repository of structured organic reaction records. Task: describe an organic reaction: reactants, conditions, products, and yield Product: CC(C)(C)OC(=O)NCCC1CCN(C(N)=O)CC1. As a reaction SMILES: [C:1]([CH3:2])([CH3:3])([CH3:4])[O:5][C:6](=[O:7])[NH:8][CH2:9][CH2:10][CH:11]1[CH2:12][CH2:13][NH:14][CH2:15][CH2:16]1.[CH3:17][Si:18]([CH3:19])([CH3:20])[N:21]=[C:22]=[O:23].[Cl:24][CH2:25][Cl:26]>>[C:1]([CH3:2])([CH3:3])([CH3:4])[O:5][C:6](=[O:7])[NH:8][CH2:9][CH2:10][CH:11]1[CH2:12][CH2:13][N:14]([C:22]([NH2:21])=[O:23])[CH2:15][CH2:16]1. Starting materials: CC(C)(C)OC(=O)NCCC1CCNCC1, C[Si](C)(C)N=C=O, ClCCl. Starting materials: C1(=CC=CC=C1)P(C1=CC=CC=C1)C1=CC=CC=C1 (triphenylphosphine), C(CCC)[C@@H]1CC[C@H](CC1)C=O (trans-4-butylcyclohexanecarboxaldehyde), CCCCCC (hexane), BrC(Br)(Br)Br (tetrabromomethane). Run in C(Cl)Cl (methylene chloride), C(Cl)Cl (methylene chloride), C(Cl)Cl (methylene chloride). Reaction conditions: temperature -10 celsius, time 30 minute. Yields the product BrC(=C[C@@H]1CC[C@H](CC1)CCCC)Br (trans-1-(2,2-dibromovinyl)-4-butylcyclohexane). Yield: 88.1%. As a reaction SMILES: [Br:1][C:2]([Br:5])(Br)Br.C1(P(C2C=CC=CC=2)C2C=CC=CC=2)C=CC=CC=1.[CH2:25]([C@H:29]1[CH2:34][CH2:33][C@H:32]([CH:35]=O)[CH2:31][CH2:30]1)[CH2:26][CH2:27][CH3:28].CCCCCC>C(Cl)Cl>[Br:1][C:2]([Br:5])=[CH:35][C@H:32]1[CH2:33][CH2:34][C@H:29]([CH2:25][CH2:26][CH2:27][CH3:28])[CH2:30][CH2:31]1. Procedure: A solution, cooled to -20° C., of 398 g of tetrabromomethane in 1 l of methylene chloride was treated dropwise under nitrogen gasification within 30 minutes with a solution of 629.6 g of triphenylphosphine in 1 l of methylene chloride. The mixture was subsequently stirred at -10° C. for a further 30 minutes, then treated dropwise within 30 minutes with a solution of 101 g of trans-4-butylcyclohexanecarboxaldehyde in 500 ml of methylene chloride and stirred at -5° C. for a further 2 hours. The mi... Reactants: C(C(=O)Cl)(=O)Cl (Oxalyl chloride), ClC=1N=C(N(C1Cl)CC1=C(C2=C(N(C(N(C2=O)C)=O)CC(C)C)S1)C(=O)N(C)OC)C (6-[4,5-Dichloro-2-methyl-1H-imidazol-1-ylmethyl]-1,2,3,4-tetrahydro-N-methoxy-N,3-dimethyl-1-(2-methylpropyl)-2,4-dioxo-thieno[2,3-d]pyrimidine-5-carboxamide), CN(C=O)C (dimethylformamide). Product: ClC=1N=C(N(C1Cl)CC1=C(C2=C(N(C(N(C2=O)C)=O)CC(C)C)S1)C(=O)N(C)O)C (6-[4,5-dichloro-2-methyl-1H-imidazol-1-ylmethyl]-N-hydroxy-1-isobutyl-N,3-dimethyl-2,4-dioxo-1,2,3,4-tetrahydrothieno[2,3-d]pyrimidine-5-carboxamide). Run in ClCCl (dichloromethane). Procedure details: Oxalyl chloride (0.1 62 ml) was added to a stirred solution of the product of example 1 part d) (415 mg) and dimethylformamide (0.01 ml) in dichloromethane (4 ml). After 1 h the solution was evaporated under reduced pressure. The residue was dissolved in anhydrous tetrahydrofuran (3 ml) and 1 ml of the solution was added to a stirred solution of N-methylhydroxylamine hydrochloride (129 mg) in saturated aqueous sodium bicarbonate solution (2 ml). After 1 h, the mixture was diluted with water (10 ... Reaction conditions: time 1 hour. As a reaction SMILES: C(Cl)(=O)C(Cl)=O.[Cl:7][C:8]1[N:9]=[C:10]([CH3:37])[N:11]([CH2:14][C:15]2[S:30][C:18]3[N:19]([CH2:26][CH:27]([CH3:29])[CH3:28])[C:20](=[O:25])[N:21]([CH3:24])[C:22](=[O:23])[C:17]=3[C:16]=2[C:31]([N:33]([O:35]C)[CH3:34])=[O:32])[C:12]=1[Cl:13].CN(C)C=O>ClCCl>[Cl:7][C:8]1[N:9]=[C:10]([CH3:37])[N:11]([CH2:14][C:15]2[S:30][C:18]3[N:19]([CH2:26][CH:27]([CH3:29])[CH3:28])[C:20](=[O:25])[N:21]([CH3:24])[C:22](=[O:23])[C:17]=3[C:16]=2[C:31]([N:33]([OH:35])[CH3:34])=[O:32])[C:12]=1[Cl:13]. Starting materials: C1OC(CC2=CC=CC=C12)=O (3-isochromanone), COC(Cl)Cl (dichloromethyl methyl ether), CO (methyl alcohol), Cl (hydrochloric acid). Run in C1(=CC=CC=C1)C (toluene), N1=CC=CC=C1 (pyridine). Run at time 24 hour. Product: ClCC1=C(C=CC=C1)CC(=O)OC (methyl 2-(chloromethyl)phenylacetate). The yield is 68.0%. As a reaction SMILES: [CH2:1]1[C:10]2[C:5](=[CH:6][CH:7]=[CH:8][CH:9]=2)[CH2:4]C(=O)O1.[CH3:12][O:13]C(Cl)Cl.[CH3:17][OH:18].[ClH:19]>C1(C)C=CC=CC=1.N1C=CC=CC=1>[Cl:19][CH2:4][C:5]1[CH:6]=[CH:7][CH:8]=[CH:9][C:10]=1[CH2:1][C:17]([O:13][CH3:12])=[O:18]. Procedure details: To a solution of 1.0 g (6.75 mmol) of 3-isochromanone in 10 ml of toluene was added 2.68 ml (29.7 mmol) of dichloromethyl methyl ether, followed by stirring at room temperature for 24 hours. A mixed solution of 3 ml of methyl alcohol and 1.1 ml of pyridine was added thereto at room temperature. After stirring for an additional 2 hour period, 20 ml of 1N hydrochloric acid was added thereto, and the reaction mixture was extracted with three 20 ml portions of ethyl ether. The ether extracts were co... Starting materials: C(C1=CC=CC=C1)OC1=C(CN(C(CCCCCCC)=O)C)C=C(C=C1)Br (N-(2-benzyloxy-5-bromo benzyl)-N-methyloctanamide), C(=O)C1=CC=C(C=C1)B(O)O (4-formylbenzene boronic acid). Yields the product C(C1=CC=CC=C1)OC1=C(C=C(C=C1)C1=CC=C(C=C1)C=O)CN(C(CCCCCCC)=O)C (N-(4-Benzyloxy-4′-formylbiphenyl-3-ylmethyl)-N-methyloctanamide). As a reaction SMILES: [CH2:1]([O:8][C:9]1[CH:26]=[CH:25][C:24](Br)=[CH:23][C:10]=1[CH2:11][N:12]([CH3:22])[C:13](=[O:21])[CH2:14][CH2:15][CH2:16][CH2:17][CH2:18][CH2:19][CH3:20])[C:2]1[CH:7]=[CH:6][CH:5]=[CH:4][CH:3]=1.[CH:28]([C:30]1[CH:35]=[CH:34][C:33](B(O)O)=[CH:32][CH:31]=1)=[O:29]>>[CH2:1]([O:8][C:9]1[CH:26]=[CH:25][C:24]([C:33]2[CH:34]=[CH:35][C:30]([CH:28]=[O:29])=[CH:31][CH:32]=2)=[CH:23][C:10]=1[CH2:11][N:12]([CH3:22])[C:13](=[O:21])[CH2:14][CH2:15][CH2:16][CH2:17][CH2:18][CH2:19][CH3:20])[C:2]1[CH:7]=[CH:6][CH:5]=[CH:4][CH:3]=1. Procedure: In a manner similar to that of Example 1(e), by reacting 8 g (18.5 mmol) of N-(2-benzyloxy-5-bromo benzyl)-N-methyloctanamide and 3.6 g (24 mmol) of 4-formylbenzene boronic acid, and after purification by chromatography on a column of silica eluted with a heptane/ethyl acetate mixture (8/2), 5.8 g (69%) of the expected product are obtained in the form of a white solid. Starting materials: CC1=C(C(=O)OC)C=C(C=C1)N1N=NN=C1 (methyl 2-methyl-5-(1H-tetrazol-1-yl)benzoate), O.[OH-].[Li+] (lithium hydroxide hydrate). The solvent is C(C)OCC (diethyl ether), O1CCCC1.O (tetrahydrofuran water). Run at time 2 hour. The product is CC1=C(C(=O)O)C=C(C=C1)N1N=NN=C1 (2-Methyl-5-(1H-tetrazol-1-yl)benzoic acid). Reaction SMILES: [CH3:1][C:2]1[CH:11]=[CH:10][C:9]([N:12]2[CH:16]=[N:15][N:14]=[N:13]2)=[CH:8][C:3]=1[C:4]([O:6]C)=[O:5].O.[OH-].[Li+]>O1CCCC1.O.C(OCC)C>[CH3:1][C:2]1[CH:11]=[CH:10][C:9]([N:12]2[CH:16]=[N:15][N:14]=[N:13]2)=[CH:8][C:3]=1[C:4]([OH:6])=[O:5] |f:1.2.3,4.5|. Procedure details: Combine methyl 2-methyl-5-(1H-tetrazol-1-yl)benzoate (5.2 g, 23.9 mmol) and lithium hydroxide hydrate (2.0 g, 47.7 mmol) in tetrahydrofuran/water (50 mL/50 mL). Heat to reflux. After 2 hours, dilute with diethyl ether and separate the layers. Extract the aqueous layer three times with diethyl ether. Extract the combined diethyl ether layers three times with a 1 M sodium hydroxide solution (20 mL). Combine the aqueous layers, acidify with a 1 M aqueous hydrochloric acid solution (pH about 1) to g...